From a dataset of the Open Reaction Database (ORD), a public repository of structured organic reaction records. describe an organic reaction: reactants, conditions, products, and yield The reactants are Cc1ccccc1, C=C(Cl)C(=C)Cl, O=C1C=CC(=O)O1. Product: O=C1OC(=O)C2CC(Cl)C(Cl)=CC12. As a reaction SMILES: [CH3:14][c:15]1[cH:16][cH:17][cH:18][cH:19][cH:20]1.[Cl:1][C:2](=[CH2:3])[C:4](=[CH2:5])[Cl:6].[O:7]=[C:8]1[O:9][C:10](=[O:11])[CH:12]=[CH:13]1>>[Cl:1][CH:2]1[CH2:3][CH:12]2[C:10](=[O:11])[O:9][C:8](=[O:7])[CH:13]2[CH:5]=[C:4]1[Cl:6]. The reactants are C1CCOC1, [Li]CCCC, COC(=O)C1(C2CCCC2)CC(=O)N(c2c(C)cccc2C)C1, Nc1cc(C(F)(F)F)cc(C(F)(F)F)c1. Yields the product Cc1cccc(C)c1N1CC(C(=O)Nc2cc(C(F)(F)F)cc(C(F)(F)F)c2)(C2CCCC2)CC1=O. As a reaction SMILES: [CH2:44]1[O:45][CH2:46][CH2:47][CH2:48]1.[CH3:1][CH2:2][CH2:3][CH2:4][Li:5].[CH3:21][O:22][C:23](=[O:24])[C:25]1([CH:39]2[CH2:40][CH2:41][CH2:42][CH2:43]2)[CH2:26][N:27]([c:31]2[c:32]([CH3:38])[cH:33][cH:34][cH:35][c:36]2[CH3:37])[C:28](=[O:30])[CH2:29]1.[F:6][C:7]([c:8]1[cH:9][c:10]([NH2:11])[cH:12][c:13]([C:15]([F:16])([F:17])[F:18])[cH:14]1)([F:19])[F:20]>>[F:6][C:7]([c:8]1[cH:9][c:10]([NH:11][C:23](=[O:22])[C:25]2([CH:39]3[CH2:40][CH2:41][CH2:42][CH2:43]3)[CH2:26][N:27]([c:31]3[c:32]([CH3:38])[cH:33][cH:34][cH:35][c:36]3[CH3:37])[C:28](=[O:30])[CH2:29]2)[cH:12][c:13]([C:15]([F:16])([F:17])[F:18])[cH:14]1)([F:19])[F:20]. As a reaction SMILES: [C:1]([CH3:2])([CH3:3])([CH3:4])[CH:5]1[NH:6][c:7]2[cH:8][cH:9][cH:10][cH:11][c:12]2[CH2:13]1.[CH3:14][C:15](=[O:16])[O:17][C:18](=[O:19])[CH3:20].[CH3:22][N:23]([CH3:24])[c:25]1[cH:26][cH:27][n:28][cH:29][cH:30]1.[OH2:21].[cH:31]1[cH:32][cH:33][n:34][cH:35][cH:36]1>>[C:1]([CH3:2])([CH3:3])([CH3:4])[CH:5]1[N:6]([C:15]([CH3:14])=[O:16])[c:7]2[cH:8][cH:9][cH:10][cH:11][c:12]2[CH2:13]1. The reactants are CC(C)(C)C1Cc2ccccc2N1, CC(=O)OC(C)=O, CN(C)c1ccncc1, O, c1ccncc1. The product is CC(=O)N1c2ccccc2CC1C(C)(C)C.